From a dataset of the Open Reaction Database (ORD), a public repository of structured organic reaction records. describe an organic reaction: reactants, conditions, products, and yield The reactants are COC(=O)C=Cc1ccc(C(C)(C)C)cc1NC(C)C, CO, Cl, [Na+], [OH-], O. The product is CC(C)Nc1cc(C(C)(C)C)ccc1C=CC(=O)O. RXN SMILES: [CH3:1][O:2][C:3]([CH:4]=[CH:5][c:6]1[c:7]([NH:16][CH:17]([CH3:18])[CH3:19])[cH:8][c:9]([C:12]([CH3:13])([CH3:14])[CH3:15])[cH:10][cH:11]1)=[O:20].[CH3:24][OH:25].[ClH:23].[Na+:22].[OH-:21].[OH2:26]>>[O:2]=[C:3]([CH:4]=[CH:5][c:6]1[c:7]([NH:16][CH:17]([CH3:18])[CH3:19])[cH:8][c:9]([C:12]([CH3:13])([CH3:14])[CH3:15])[cH:10][cH:11]1)[OH:20]. The reactants are C(F)(F)(C(F)(F)C(F)(F)C(F)(F)C(F)(F)C(F)(F)F)C(=O)O (C6F13COOH), C(F)(F)(C(F)(F)C(F)(F)C(F)(F)C(F)(F)C(F)(F)F)C(=O)OCC (C6F13COOC2H5), C(F)(F)(C(F)(F)C(F)(F)C(F)(F)C(F)(F)C(F)(F)F)I (C6F13I), C(OCC)([O-])=O (ethyl carbonate). Reagents/catalysts: [Cu].[Zn] (zinc-copper couple). Run in CS(=O)C (DMSO), CS(=O)C (DMSO). Reaction conditions: time 3 hour. The product is C(F)(F)(C(F)(F)C(F)(F)C(F)(F)C(F)(F)C(F)(F)F)I (C6F13I), C(=O)=O (CO2). As a reaction SMILES: [C:1]([I:20])([C:4]([C:7]([C:10]([C:13]([C:16]([F:19])([F:18])[F:17])([F:15])[F:14])([F:12])[F:11])([F:9])[F:8])([F:6])[F:5])([F:3])[F:2].[C:21](=O)([O-:25])[O:22]CC.C(C(OCC)=O)(C(C(C(C(C(F)(F)F)(F)F)(F)F)(F)F)(F)F)(F)F.C(C(O)=O)(C(C(C(C(C(F)(F)F)(F)F)(F)F)(F)F)(F)F)(F)F>[Cu].[Zn].CS(C)=O>[C:1]([I:20])([C:4]([C:7]([C:10]([C:13]([C:16]([F:17])([F:18])[F:19])([F:14])[F:15])([F:12])[F:11])([F:9])[F:8])([F:6])[F:5])([F:3])[F:2].[C:21](=[O:25])=[O:22] |f:4.5|. Procedure: 44.6 g. of C6F13I and 12 g. of ethyl carbonate are dissolved in 30 ml. of DMSO and added slowly to a dispersion of 18 g. of zinc-copper couple in 40 ml. of DMSO. At the end of the addition, which lasts 3 hours, the reaction mixture is centrifuged and by decanting a yellow liquid is obtained and identified by comparison of NMR and infrared spectra with that of a sample of C6F13COOC2H5 prepared by esterification of the acid, C6F13COOH, obtained by reaction of C6F13I and of CO2. Starting materials: FC(C(=O)O)(F)F (trifluoroacetic acid), [H-].[Na+] (sodium hydride), FC(OC=1C=CC2=C(NC(CO2)=O)C1)(F)F (6-[(trifluoromethyl)oxy]-2H-1,4-benzoxazin-3(4H)-one), BrCC(=O)OCC (ethyl bromoacetate). The solvent is CC#N.O (CH3CN H2O), O1CCCC1 (tetrahydrofuran), O1CCCC1 (tetrahydrofuran). Conditions: time 10 minute. Yields the product O=C1COC2=C(N1CC(=O)OCC)C=C(C=C2)OC(F)(F)F (ethyl {3-oxo-6-[(trifluoromethyl)oxy]-2,3-dihydro-4H-1,4-benzoxazin-4-yl}acetate). Yield: 72.4%. Reaction SMILES: [F:1][C:2]([F:16])([F:15])[O:3][C:4]1[CH:5]=[CH:6][C:7]2[O:12][CH2:11][C:10](=[O:13])[NH:9][C:8]=2[CH:14]=1.[H-].[Na+].Br[CH2:20][C:21]([O:23][CH2:24][CH3:25])=[O:22].FC(F)(F)C(O)=O>O1CCCC1.CC#N.O>[O:13]=[C:10]1[N:9]([CH2:20][C:21]([O:23][CH2:24][CH3:25])=[O:22])[C:8]2[CH:14]=[C:4]([O:3][C:2]([F:1])([F:15])[F:16])[CH:5]=[CH:6][C:7]=2[O:12][CH2:11]1 |f:1.2,6.7|. Procedure: A solution of 6-[(trifluoromethyl)oxy]-2H-1,4-benzoxazin-3(4H)-one (2.86 g, 12.3 mmol) dissolved in 13 mL of anhydrous tetrahydrofuran was added drop-wise to a mixture of sodium hydride (60% by weight in mineral oil, 0.54 g, 13.5 mmol) suspended in 26 mL of anhydrous tetrahydrofuran under argon. The mixture was allowed to stir at room temperature for 10 minutes and then ethyl bromoacetate (1.63 mL, 14.7 mmol) was added to the mixture and stirred vigorously for 1.5 hours before it was determined ... The reactants are FC=1C=CC2=C(C(N(CC=3N2C=NC3C(=O)OCC)C)=O)C1 (ethyl 8-fluoro-5,6-dihydro-5-methyl-6-oxo-4H-imidazo[1,5-a][1,4]benzodiazepine-3-carboxylate), OCC1CC1 (hydroxymethyl-cyclopropane). Reagents/catalysts: CCO.CCO.CCO.CCO.[Ti] (tetraethyl orthotitanate). Solvent: [F-].[K+] (potassium fluoride). Run at time 8 hour. Yields the product FC=1C=CC2=C(C(N(CC=3N2C=NC3C(=O)OCC3CC3)C)=O)C1 (cyclopropylmethyl 8-fluoro-5,6-dihydro-5-methyl-6-oxo-4H-imidazo[1,5-a][1,4]benzodiazepine-3-carboxylate). As a reaction SMILES: [F:1][C:2]1[CH:3]=[CH:4][C:5]2[N:11]3[CH:12]=[N:13][C:14]([C:15]([O:17][CH2:18][CH3:19])=[O:16])=[C:10]3[CH2:9][N:8]([CH3:20])[C:7](=[O:21])[C:6]=2[CH:22]=1.O[CH2:24][CH:25]1CC1>CCO.CCO.CCO.CCO.[Ti].[F-].[K+]>[F:1][C:2]1[CH:3]=[CH:4][C:5]2[N:11]3[CH:12]=[N:13][C:14]([C:15]([O:17][CH2:18][CH:19]4[CH2:25][CH2:24]4)=[O:16])=[C:10]3[CH2:9][N:8]([CH3:20])[C:7](=[O:21])[C:6]=2[CH:22]=1 |f:2.3.4.5.6,7.8|. Reported procedure: A mixture of 5 g (16.5 mmol) of ethyl 8-fluoro-5,6-dihydro-5-methyl-6-oxo-4H-imidazo[1,5-a][1,4]benzodiazepine-3-carboxylate, 1.8 g (8 mmol) of tetraethyl orthotitanate and 16.5 g (230 mmol) of hydroxymethyl-cyclopropane is stirred at 110° overnight, evaporated to dryness, the residue is taken up in methylene chloride and the solution obtained is stirred for 0.5 hour with 50 ml of a saturated potassium fluoride solution. The emulsion obtained is filtered through siliceous earth, the separated or... Starting materials: NCCSCC1=NSC=C1 (3-[(2-aminoethyl)thiomethyl]isothiazole), CNC(SC)=N[N+](=O)[O-] (N,S-dimethyl-N'-nitroisothiourea), CSC(N[N+](=O)[O-])=N (S-methyl-N-nitroisothiourea), N-[2-(3-isothiazolymethylthio)ethyl]-N' -nitro-guanidine. Yields the product S1N=C(C=C1)CSCCNC(=N[N+](=O)[O-])NC (N-[2-(3-isothiazolylmethylthio)ethyl]-N' -methyl-N"-nitroguanidine). As a reaction SMILES: [NH2:1][CH2:2][CH2:3][S:4][CH2:5][C:6]1[CH:10]=[CH:9][S:8][N:7]=1.CSC(=N)N[N+]([O-])=O.[CH3:19][NH:20][C:21](=[N:24][N+:25]([O-:27])=[O:26])SC>>[S:8]1[CH:9]=[CH:10][C:6]([CH2:5][S:4][CH2:3][CH2:2][NH:1][C:21]([NH:20][CH3:19])=[N:24][N+:25]([O-:27])=[O:26])=[N:7]1. Procedure: Reacting 3-[(2-aminoethyl)thiomethyl]isothiazole with S-methyl-N-nitroisothiourea by the procedure of Example 70 gives N-[2-(3-isothiazolymethylthio)ethyl]-N' -nitro-guanidine and reaction of the same starting material with N,S-dimethyl-N'-nitroisothiourea gives N-[2-(3-isothiazolylmethylthio)ethyl]-N' -methyl-N"-nitroguanidine.